describe an organic reaction: reactants, conditions, products, and yield From a dataset of the Open Reaction Database (ORD), a public repository of structured organic reaction records. Starting materials: C1=CC=CC=C1 (benzene), [Cl-].[Al+3].[Cl-].[Cl-] (aluminum chloride), ClC(Cl)(Cl)[Si](Cl)(Cl)Cl ((trichloromethyl)trichlorosilane). Run at time 1 hour. Yields the product C1(=CC=CC=C1)C(C1=CC=CC=C1)(C1=CC=CC=C1)[Si](Cl)(Cl)Cl ((triphenylmethyl)trichlorosilane). Isolated yield 18.9%. As a reaction SMILES: [CH:1]1[CH:6]=[CH:5][CH:4]=[CH:3][CH:2]=1.[Cl-].[Al+3].[Cl-].[Cl-].Cl[C:12]([Si:15]([Cl:18])([Cl:17])[Cl:16])(Cl)Cl>>[C:1]1([C:12]([Si:15]([Cl:18])([Cl:17])[Cl:16])([C:1]2[CH:6]=[CH:5][CH:4]=[CH:3][CH:2]=2)[C:1]2[CH:6]=[CH:5][CH:4]=[CH:3][CH:2]=2)[CH:6]=[CH:5][CH:4]=[CH:3][CH:2]=1 |f:1.2.3.4|. Reported procedure: In the same apparatus and procedures as EXAMPLE 2 above, 22.88 ml (256 mmol) of benzene and 0.80 g (6.0 mmol) of aluminum chloride were alkylated with 9.04 g (17.2 mmol) of (trichloromethyl)trichlorosilane under dry nitrogen atmospheric pressure for 1 hr at 50° C. The aluminum chloride catalyst was quenched with POCl3 and then stirred for another 1 hour to complete the deactivation. Freshly distilled hexane(50 ml) was added to the reaction mixture and insoluble solids in hexane were filtered fro... Starting materials: FC1=C(C(=CC=C1)F)C=CC(=O)C=1N=C(SC1)C1CCN(CC1)C(CN1N=C(C=C1C)C(F)(F)F)=O (3-(2,6-difluorophenyl)-1-[2-[1-[2-[5-methyl-3-(trifluoromethyl)-1H-pyrazol-1-yl]acetyl]-4-piperidinyl]-4-thiazolyl]-2-propen-1-one), FC1=C(C(=CC=C1)F)C=CC(=O)C=1N=C(SC1)C1CCN(CC1)C(CN1N=C(C=C1C)C(F)(F)F)=O (3-(2,6-difluorophenyl)-1-[2-[1-[2-[5-methyl-3-(trifluoromethyl)-1H-pyrazol-1-yl]acetyl]-4-piperidinyl]-4-thiazolyl]-2-propen-1-one), Cl.CON (methoxyamine hydrochloride). Solvent: CO (methanol). Conditions: temperature 60 celsius. The product is CON=C(C=CC1=C(C=CC=C1F)F)C=1N=C(SC1)C1CCN(CC1)C(CN1N=C(C=C1C)C(F)(F)F)=O (3-(2,6-difluorophenyl)-1-[2-[1-[2-[5-methyl-3-(trifluoromethyl)-1H-pyrazol-1-yl]acetyl]-4-piperidinyl]-4-thiazolyl]-2-propen-1-one 1-(O-methyloxime)). Reaction SMILES: [F:1][C:2]1[CH:7]=[CH:6][CH:5]=[C:4]([F:8])[C:3]=1[CH:9]=[CH:10][C:11]([C:13]1[N:14]=[C:15]([CH:18]2[CH2:23][CH2:22][N:21]([C:24](=[O:36])[CH2:25][N:26]3[C:30]([CH3:31])=[CH:29][C:28]([C:32]([F:35])([F:34])[F:33])=[N:27]3)[CH2:20][CH2:19]2)[S:16][CH:17]=1)=O.Cl.[CH3:38][O:39][NH2:40]>CO>[CH3:38][O:39][N:40]=[C:11]([C:13]1[N:14]=[C:15]([CH:18]2[CH2:23][CH2:22][N:21]([C:24](=[O:36])[CH2:25][N:26]3[C:30]([CH3:31])=[CH:29][C:28]([C:32]([F:33])([F:34])[F:35])=[N:27]3)[CH2:20][CH2:19]2)[S:16][CH:17]=1)[CH:10]=[CH:9][C:3]1[C:2]([F:1])=[CH:7][CH:6]=[CH:5][C:4]=1[F:8] |f:1.2|. Reported procedure: A mixture of 3-(2,6-difluorophenyl)-1-[2-[1-[2-[5-methyl-3-(trifluoromethyl)-1H-pyrazol-1-yl]acetyl]-4-piperidinyl]-4-thiazolyl]-2-propen-1-one (i.e. the product of Example 2, Step A) (0.25 g, 0.48 mmol) and methoxyamine hydrochloride (0.047 g, 0.58 mmol) in methanol (10 mL) was heated overnight at 60° C. The reaction was concentrated under reduced pressure, partitioned between dichloromethane and saturated sodium bicarbonate. The mixture was eluted from a Celite® extraction tube (ChemElute® dia...